Task: describe an organic reaction: reactants, conditions, products, and yield. Dataset: the Open Reaction Database (ORD), a public repository of structured organic reaction records Starting materials: NC1=NC=CC=C1O (2-aminopyridin-3-ol), [H-].[Na+] (NaH), BrC1=C(C=CC(=C1)Br)F (2,4-Dibromo-1-fluorobenzene), [H-].[Na+] (Sodium hydride), [H-].[Na+] (NaH). Solvent: Hexanes. Reaction conditions: time 30 minute. Yields the product BrC1=C(OC=2C(=NC=CC2)N)C=CC(=C1)Br (3-(2,4-dibromophenoxy)pyridin-2-amine). The yield is 44.4%. As a reaction SMILES: [NH2:1][C:2]1[C:7]([OH:8])=[CH:6][CH:5]=[CH:4][N:3]=1.[H-].[Na+].[Br:11][C:12]1[CH:17]=[C:16]([Br:18])[CH:15]=[CH:14][C:13]=1F>>[Br:11][C:12]1[CH:17]=[C:16]([Br:18])[CH:15]=[CH:14][C:13]=1[O:8][C:7]1[C:2]([NH2:1])=[N:3][CH:4]=[CH:5][CH:6]=1 |f:1.2|. Procedure details: An nitrogen-purged 22 L 5-necked flask was charged with DMF (9 L) followed by slow addition of 2-aminopyridin-3-ol (250.0 g, 2270 mmol) and stirred with mechanical overhead agitator at ambient temperature for 30 minutes to dissolve material. 60% Sodium hydride (87.17 g, 2180 mmol) was added in portions with vigorous stirring and a nitrogen sweep of the reaction vessel. The pot temperature rose from 16° C. to 25° C. during the NaH addition. After the addition was complete, the reaction was stirre... Reactants: CCCCCCCOc1ccc(-c2ccc(CCC(CC(=O)OC(C)(C)C)NC(=O)OCC3c4ccccc4-c4ccccc43)cc2)cc1, ClCCl, O=C(O)C(F)(F)F. Yields the product CCCCCCCOc1ccc(-c2ccc(CCC(CC(=O)O)NC(=O)OCC3c4ccccc4-c4ccccc43)cc2)cc1. As a reaction SMILES: [C:1]([CH3:2])([CH3:3])([CH3:4])[O:5][C:6]([CH2:7][CH:8]([CH2:9][CH2:10][c:11]1[cH:12][cH:13][c:14](-[c:17]2[cH:18][cH:19][c:20]([O:23][CH2:24][CH2:25][CH2:26][CH2:27][CH2:28][CH2:29][CH3:30])[cH:21][cH:22]2)[cH:15][cH:16]1)[NH:31][C:32](=[O:33])[O:34][CH2:35][CH:36]1[c:37]2[cH:38][cH:39][cH:40][cH:41][c:42]2-[c:43]2[cH:44][cH:45][cH:46][cH:47][c:48]21)=[O:49].[Cl:57][CH2:58][Cl:59].[F:50][C:51]([F:52])([F:53])[C:54]([OH:55])=[O:56]>>[O:5]=[C:6]([CH2:7][CH:8]([CH2:9][CH2:10][c:11]1[cH:12][cH:13][c:14](-[c:17]2[cH:18][cH:19][c:20]([O:23][CH2:24][CH2:25][CH2:26][CH2:27][CH2:28][CH2:29][CH3:30])[cH:21][cH:22]2)[cH:15][cH:16]1)[NH:31][C:32](=[O:33])[O:34][CH2:35][CH:36]1[c:37]2[cH:38][cH:39][cH:40][cH:41][c:42]2-[c:43]2[cH:44][cH:45][cH:46][cH:47][c:48]21)[OH:49].